This data is from the Open Reaction Database (ORD), a public repository of structured organic reaction records. The task is: describe an organic reaction: reactants, conditions, products, and yield Product: O=S(=O)(c1ccc(Cl)cc1)C1c2c(F)ccc(F)c2OCC1COCCO. As a reaction SMILES: [CH2:1]([c:2]1[cH:3][cH:4][cH:5][cH:6][cH:7]1)[O:8][CH2:9][CH2:10][O:11][CH2:12][CH:13]1[CH2:14][O:15][c:16]2[c:17]([F:34])[cH:18][cH:19][c:20]([F:33])[c:21]2[CH:22]1[S:23](=[O:24])(=[O:25])[c:26]1[cH:27][cH:28][c:29]([Cl:32])[cH:30][cH:31]1.[CH3:37][CH2:38][O:39][C:40](=[O:41])[CH3:42].[H:35][H:36].[OH-:43].[OH-:44].[Pd+2:45]>>[OH:8][CH2:9][CH2:10][O:11][CH2:12][CH:13]1[CH2:14][O:15][c:16]2[c:17]([F:34])[cH:18][cH:19][c:20]([F:33])[c:21]2[CH:22]1[S:23](=[O:24])(=[O:25])[c:26]1[cH:27][cH:28][c:29]([Cl:32])[cH:30][cH:31]1. Reactants: O=S(=O)(c1ccc(Cl)cc1)C1c2c(F)ccc(F)c2OCC1COCCOCc1ccccc1, CCOC(C)=O, [H][H], [OH-], [OH-], [Pd+2]. The reactants are BrC=1C=CC=2N(C1)C(=CN2)C=O (6-bromoimidazo[1,2-a]pyridine-3-carbaldehyde), BrC=1C=CC=2N(C1)C(=CN2)C=O (6-bromoimidazo[1,2-a]pyridine-3-carbaldehyde), N1C(=CC=C1)B(O)O (1H-pyrrol-2-ylboronic acid). Yields the product N1C(=CC=C1)C=1C=CC=2N(C1)C(=CN2)C=O (6-(1H-pyrrol-2-yl)imidazo[1,2-a]pyridine-3-carbaldehyde). Isolated yield 21.0%. RXN SMILES: Br[C:2]1[CH:3]=[CH:4][C:5]2[N:6]([C:8]([CH:11]=[O:12])=[CH:9][N:10]=2)[CH:7]=1.[NH:13]1[CH:17]=[CH:16][CH:15]=[C:14]1B(O)O>>[NH:13]1[CH:17]=[CH:16][CH:15]=[C:14]1[C:2]1[CH:3]=[CH:4][C:5]2[N:6]([C:8]([CH:11]=[O:12])=[CH:9][N:10]=2)[CH:7]=1. Procedure: The title compound was prepared by following the procedure as described for Intermediate 1 using 6-bromoimidazo[1,2-a]pyridine-3-carbaldehyde and 1H-pyrrol-2-ylboronic acid. Starting materials: COCCc1ncnc2c1ncn2C1OC(CO[Si](C)(C)C(C)(C)C)C2OC(C)(C)OC21, C1CCOC1, F, c1ccncc1, c1ccncc1. The product is COCCc1ncnc2c1ncn2C1OC(CO)C2OC(C)(C)OC21. Reaction SMILES: [C:1]([Si:2]([CH3:3])([CH3:4])[O:6][CH2:7][CH:8]1[O:9][CH:10]([n:18]2[c:19]3[n:20][cH:21][n:22][c:23]([CH2:27][CH2:28][O:29][CH3:30])[c:24]3[n:25][cH:26]2)[CH:11]2[CH:12]1[O:13][C:14]([CH3:16])([CH3:17])[O:15]2)([CH3:5])([CH3:31])[CH3:32].[CH2:34]1[O:35][CH2:36][CH2:37][CH2:38]1.[FH:33].[cH:39]1[cH:40][cH:41][n:42][cH:43][cH:44]1.[cH:45]1[cH:46][cH:47][n:48][cH:49][cH:50]1>>[OH:6][CH2:7][CH:8]1[O:9][CH:10]([n:18]2[c:19]3[n:20][cH:21][n:22][c:23]([CH2:27][CH2:28][O:29][CH3:30])[c:24]3[n:25][cH:26]2)[CH:11]2[CH:12]1[O:13][C:14]([CH3:16])([CH3:17])[O:15]2. Reactants: C[Mg]Cl (methylmagnesium chloride), C(C1=CC=CC=C1)OC(=O)N1CCC(CC1)C(C1=CC=C(C=C1)[C@H](C)NC(=O)OC(C)(C)C)=O (benzyl-4-(4-{(1S)-1-[(tert-butoxycarbonyl)amino]ethyl}benzoyl)piperidine-1-carboxylate), [Cl-].[NH4+] (ammonium chloride). Run in O1CCCC1 (tetrahydrofuran). Reaction conditions: temperature 0 celsius, time 1.5 hour. Product: C(C1=CC=CC=C1)OC(=O)N1CCC(CC1)C(C)(O)C1=CC=C(C=C1)[C@H](C)NC(=O)OC(C)(C)C (benzyl-4-[1-(4-{(1S)-1-[(tert-butoxycarbonyl)amino]ethyl}phenyl)-1-hydroxyethyl]piperidine-1-carboxylate). RXN SMILES: [CH2:1]([O:8][C:9]([N:11]1[CH2:16][CH2:15][CH:14]([C:17](=[O:34])[C:18]2[CH:23]=[CH:22][C:21]([C@@H:24]([NH:26][C:27]([O:29][C:30]([CH3:33])([CH3:32])[CH3:31])=[O:28])[CH3:25])=[CH:20][CH:19]=2)[CH2:13][CH2:12]1)=[O:10])[C:2]1[CH:7]=[CH:6][CH:5]=[CH:4][CH:3]=1.[CH3:35][Mg]Cl.[Cl-].[NH4+]>O1CCCC1>[CH2:1]([O:8][C:9]([N:11]1[CH2:16][CH2:15][CH:14]([C:17]([C:18]2[CH:19]=[CH:20][C:21]([C@@H:24]([NH:26][C:27]([O:29][C:30]([CH3:33])([CH3:32])[CH3:31])=[O:28])[CH3:25])=[CH:22][CH:23]=2)([OH:34])[CH3:35])[CH2:13][CH2:12]1)=[O:10])[C:2]1[CH:7]=[CH:6][CH:5]=[CH:4][CH:3]=1 |f:2.3|. Reported procedure: 112 mg of the compound [22-1] was dissolved in 5 mL of tetrahydrofuran, and cooled to 0° C. Thereafter, 320 μL of methylmagnesium chloride (3.0M tetrahydrofuran solution) was added thereto, and the mixture was stirred for 1.5 hours while heating back to room temperature. To the reaction solution was added a saturated aqueous solution of ammonium chloride, and the solution was extracted with ethyl acetate. The obtained organic layer was washed with saturated brine and dried over anhydrous magnesi... Starting materials: C1COCCO1, CC1(C)OB(c2cnc(N)nc2)OC1(C)C, CCOC(C)=O, Clc1nc(N2CCOCC2)c2ncn(CC3CCOC3)c2n1, [Na+], [Na+], O=C([O-])[O-], O. Yields the product Nc1ncc(-c2nc(N3CCOCC3)c3ncn(CC4CCOC4)c3n2)cn1. RXN SMILES: [CH2:1]1[O:2][CH2:3][CH2:4][O:5][CH2:6]1.[CH3:13][C:14]1([CH3:15])[C:16]([CH3:17])([CH3:18])[O:19][B:20]([c:21]2[cH:22][n:23][c:24]([NH2:27])[n:25][cH:26]2)[O:28]1.[CH3:52][CH2:53][O:54][C:55](=[O:56])[CH3:57].[Cl:29][c:30]1[n:31][c:32]([N:45]2[CH2:46][CH2:47][O:48][CH2:49][CH2:50]2)[c:33]2[n:34][cH:35][n:36]([CH2:39][CH:40]3[CH2:41][O:42][CH2:43][CH2:44]3)[c:37]2[n:38]1.[Na+:7].[Na+:8].[O-:9][C:10](=[O:11])[O-:12].[OH2:51]>>[c:21]1(-[c:30]2[n:31][c:32]([N:45]3[CH2:46][CH2:47][O:48][CH2:49][CH2:50]3)[c:33]3[n:34][cH:35][n:36]([CH2:39][CH:40]4[CH2:41][O:42][CH2:43][CH2:44]4)[c:37]3[n:38]2)[cH:22][n:23][c:24]([NH2:27])[n:25][cH:26]1. Reactants: NCc1cccc(Br)c1, O=C([O-])[O-], ClCCl, Cl, [Na+], [Na+], C1COCCO1, O=C(OCC1c2ccccc2-c2ccccc21)C1CC(=O)N(O)C1=O. Yields the product O=C(NCc1cccc(Br)c1)OCC1c2ccccc2-c2ccccc21. As a reaction SMILES: [Br:2][c:3]1[cH:4][c:5]([CH2:6][NH2:7])[cH:8][cH:9][cH:10]1.[C:11](=[O:12])([O-:13])[O-:14].[Cl:48][CH2:49][Cl:50].[ClH:1].[Na+:15].[Na+:16].[O:42]1[CH2:43][CH2:44][O:45][CH2:46][CH2:47]1.[cH:17]1[cH:18][cH:19][cH:20][c:21]2[c:29]1[CH:28]([CH2:30][O:31][C:32](=[O:33])[CH:34]1[CH2:35][C:36](=[O:37])[N:38]([OH:39])[C:40]1=[O:41])[c:27]1[c:22]-2[cH:23][cH:24][cH:25][cH:26]1>>[Br:2][c:3]1[cH:4][c:5]([CH2:6][NH:7][C:32]([O:31][CH2:30][CH:28]2[c:27]3[c:22]([cH:23][cH:24][cH:25][cH:26]3)-[c:21]3[cH:20][cH:19][cH:18][cH:17][c:29]32)=[O:33])[cH:8][cH:9][cH:10]1. The reactants are Cl (HCl), S(O)(=O)(=O)Cl (chlorosulfuric acid), S(O)(O)(=O)=O (sulfuric acid), S(=O)(Cl)Cl (thionyl chloride), C(C1=CC=CC=C1)(=O)O (benzoic acid), ice water. Reagents/catalysts: S(N)(O)(=O)=O (sulfamic acid). Conditions: temperature 120 celsius, time 30 minute. Product: ClS(=O)(=O)C=1C=C(C(=O)O)C=CC1 (3-(chlorosulfonyl)benzoic acid). Yield: 96.0%. Reaction SMILES: [S:1]([Cl:5])(=O)(=[O:3])[OH:2].S(=O)(=O)(O)O.[C:11]([OH:19])(=[O:18])[C:12]1[CH:17]=[CH:16][CH:15]=[CH:14][CH:13]=1.Cl.S(Cl)(Cl)=O>S(=O)(=O)(O)N>[Cl:5][S:1]([C:14]1[CH:13]=[C:12]([CH:17]=[CH:16][CH:15]=1)[C:11]([OH:19])=[O:18])(=[O:3])=[O:2]. Reported procedure: 349.5 g=199.7 ml (3.0 mol) of chlorosulfuric acid and 20.0 g of 96% strength sulfuric acid are placed in a 2 l four-neck flask fitted with stirrer, internal thermometer, reflux condenser with gas outlet and dropping-funnel, at 25° C., and 1.0 g of sulfamic acid is added. Subsequently 122.1 g (1.0 mol) of benzoic acid are introduced into this mixture. The reaction mixture is heated to 120° C. over 3 hours and stirred further until evolution of HCl has ended (about 30 minutes). Then it is cooled t...